From a dataset of the Open Reaction Database (ORD), a public repository of structured organic reaction records. describe an organic reaction: reactants, conditions, products, and yield Reactants: COC=1N=[N+](C=CC1)[O-] (3-methoxy-pyridazine-1-oxide), BrC1=CC=C(C=C1)[C@@H](CC(=O)N(C)OC)C1=C(C=CC=C1)C ((R)-3-(4-bromophenyl)-N-methoxy-N-methyl-3-o-tolylpropanamide), [Cl-].[NH4+] (ammonium chloride), CC1(NC(CCC1)(C)C)C (2,2,6,6-tetramethylpiperidine), C(CCC)[Li] (n-butyllithium). Solvent: C1CCOC1 (THF), C1CCOC1 (THF), C1CCOC1 (THF). Run at temperature 0 celsius, time 45 minute. Product: BrC1=CC=C(C=C1)[C@@H](CC(=O)C1=CC=C(N=[N+]1[O-])OC)C1=C(C=CC=C1)C ((R)-6-(3-(4-Bromophenyl)-3-o-tolylpropanoyl)-3-methoxypyridazine 1-oxide). Yield: 97.9%. RXN SMILES: CC1(C)CCCC(C)(C)N1.C([Li])CCC.[CH3:16][O:17][C:18]1[N:19]=[N+:20]([O-:24])[CH:21]=[CH:22][CH:23]=1.[Br:25][C:26]1[CH:31]=[CH:30][C:29]([C@H:32]([C:40]2[CH:45]=[CH:44][CH:43]=[CH:42][C:41]=2[CH3:46])[CH2:33][C:34](N(OC)C)=[O:35])=[CH:28][CH:27]=1.[Cl-].[NH4+]>C1COCC1>[Br:25][C:26]1[CH:27]=[CH:28][C:29]([C@H:32]([C:40]2[CH:45]=[CH:44][CH:43]=[CH:42][C:41]=2[CH3:46])[CH2:33][C:34]([C:21]2[N+:20]([O-:24])=[N:19][C:18]([O:17][CH3:16])=[CH:23][CH:22]=2)=[O:35])=[CH:30][CH:31]=1 |f:4.5|. Procedure details: To a solution of 2,2,6,6-tetramethylpiperidine (4.21 g, 19.8 mmol) in THF (130 mL) was added n-butyllithium solution (1.6 M in hexane 12.4 mL, 19.8 mmol) at −30° C., then the solution was stirred at 0° C. for 45 min. After cooling to −70° C. a solution of 3-methoxy-pyridazine-1-oxide (Chem. Pharm. Bull. 1959, 7, 938; 2.50 g, 19.8 mmol) in THF (13 mL) was added dropwise, then a solution of (R)-3-(4-bromophenyl)-N-methoxy-N-methyl-3-o-tolylpropanamide (example 1, step 5; 1.80 g, 4.95 mmol) in THF ... Reactants: CC1(OB(OC1(C)C)C1=C(C(=O)OC)C=CC=C1)C (methyl 2-(4,4,5,5-tetramethyl-1,3,2-dioxaborolan-2-yl)benzoate), ClC1=NC(=CC=N1)Cl (2,6-dichloropyrimidine), C([O-])([O-])=O.[Na+].[Na+] (sodium carbonate), COCCOC (DME). The reagents and catalysts are C=1C=CC(=CC1)[P](C=2C=CC=CC2)(C=3C=CC=CC3)[Pd]([P](C=4C=CC=CC4)(C=5C=CC=CC5)C=6C=CC=CC6)([P](C=7C=CC=CC7)(C=8C=CC=CC8)C=9C=CC=CC9)[P](C=1C=CC=CC1)(C=1C=CC=CC1)C=1C=CC=CC1 (tetrakis(triphenylphosphine)palladium(0)). The solvent is O (water), O (water). Run at temperature 150 celsius, time 1 hour. Product: ClC1=CC(=NC=N1)C1=C(C(=O)OC)C=CC=C1 (methyl 2-(6-chloropyrimidin-4-yl)benzoate). Isolated yield 31.6%. Reaction SMILES: CC1(C)C(C)(C)OB([C:9]2[CH:18]=[CH:17][CH:16]=[CH:15][C:10]=2[C:11]([O:13][CH3:14])=[O:12])O1.Cl[C:21]1[N:26]=[CH:25][CH:24]=[C:23]([Cl:27])[N:22]=1.C(=O)([O-])[O-].[Na+].[Na+].COCCOC>O.C1C=CC([P]([Pd]([P](C2C=CC=CC=2)(C2C=CC=CC=2)C2C=CC=CC=2)([P](C2C=CC=CC=2)(C2C=CC=CC=2)C2C=CC=CC=2)[P](C2C=CC=CC=2)(C2C=CC=CC=2)C2C=CC=CC=2)(C2C=CC=CC=2)C2C=CC=CC=2)=CC=1>[Cl:27][C:23]1[N:22]=[CH:21][N:26]=[C:25]([C:9]2[CH:18]=[CH:17][CH:16]=[CH:15][C:10]=2[C:11]([O:13][CH3:14])=[O:12])[CH:24]=1 |f:2.3.4,^1:44,46,65,84|. Procedure: A mixture of methyl 2-(4,4,5,5-tetramethyl-1,3,2-dioxaborolan-2-yl)benzoate (2.0 g), 2,6-dichloropyrimidine (1.4 g), sodium carbonate (2.4 g), tetrakis(triphenylphosphine)palladium(0) (0.44 g), water (2.0 mL) and DME (10 mL) was stirred at 150° C. for 1 hr under microwave irradiation. The reaction mixture was diluted with water, and the mixture was extracted with ethyl acetate. The extract was washed with saturated brine, and dried over anhydrous sodium sulfate. The solvent was evaporated under ... Reactants: C1CCOC1, CO, [Na+], [OH-], C[Si](C)(C)C#Cc1cccc(C2=Nc3ccc(C#Cc4ccccc4)cc3NC(=O)C2)c1. Yields the product C#Cc1cccc(C2=Nc3ccc(C#Cc4ccccc4)cc3NC(=O)C2)c1. Reaction SMILES: [CH2:37]1[O:38][CH2:39][CH2:40][CH2:41]1.[CH3:35][OH:36].[Na+:34].[OH-:33].[c:1]1([C:7]#[C:8][c:9]2[cH:10][cH:11][c:12]3[c:13]([cH:32]2)[NH:14][C:15](=[O:31])[CH2:16][C:17]([c:19]2[cH:20][c:21]([C:25]#[C:26][Si:27]([CH3:28])([CH3:29])[CH3:30])[cH:22][cH:23][cH:24]2)=[N:18]3)[cH:2][cH:3][cH:4][cH:5][cH:6]1>>[c:1]1([C:7]#[C:8][c:9]2[cH:10][cH:11][c:12]3[c:13]([cH:32]2)[NH:14][C:15](=[O:31])[CH2:16][C:17]([c:19]2[cH:20][c:21]([C:25]#[CH:26])[cH:22][cH:23][cH:24]2)=[N:18]3)[cH:2][cH:3][cH:4][cH:5][cH:6]1. The reactants are C1CCOC1, O=S(=O)(OCC(F)(F)F)C(Cl)(Cl)Cl, [H-], COC(=O)Nc1c(N)nc(-c2nn(Cc3ccccc3F)c3ncc(F)cc23)nc1N, [Na+], O. The product is COC(=O)N(CC(F)(F)F)c1c(N)nc(-c2nn(Cc3ccccc3F)c3ncc(F)cc23)nc1N. RXN SMILES: [CH2:48]1[O:49][CH2:50][CH2:51][CH2:52]1.[Cl:34][C:35]([Cl:36])([Cl:37])[S:38]([O:39][CH2:40][C:41]([F:42])([F:43])[F:44])(=[O:45])=[O:46].[H-:32].[NH2:1][c:2]1[n:3][c:4](-[c:14]2[n:15][n:16]([CH2:24][c:25]3[c:26]([F:31])[cH:27][cH:28][cH:29][cH:30]3)[c:17]3[n:18][cH:19][c:20]([F:23])[cH:21][c:22]23)[n:5][c:6]([NH2:13])[c:7]1[NH:8][C:9]([O:10][CH3:11])=[O:12].[Na+:33].[OH2:47]>>[NH2:1][c:2]1[n:3][c:4](-[c:14]2[n:15][n:16]([CH2:24][c:25]3[c:26]([F:31])[cH:27][cH:28][cH:29][cH:30]3)[c:17]3[n:18][cH:19][c:20]([F:23])[cH:21][c:22]23)[n:5][c:6]([NH2:13])[c:7]1[N:8]([C:9]([O:10][CH3:11])=[O:12])[CH2:40][C:41]([F:42])([F:43])[F:44]. Product: C1(=CC=CC=C1)CCC(=O)C1=CC=C(C=C1)Cl (p-chlorophenyl phenylethyl ketone). Conditions: time 6 hour. Reagents/catalysts: [Cl-].[Cd+2].[Cl-] (cadmium chloride). Solvent: C1=CC=CC=C1 (benzene), C1=CC=CC=C1 (benzene). The yield is 58.0%. Procedure: Phenylpropionyl chloride (33.7 g) in benzene was added dropwise to a stirred mixture of 4-chlorophenyl magnesium bromide (derived from 38 g of 4-chlorobromobenzene) and cadmium chloride (37 g) in benzene at 0°. The mixture was stirred at room temperature for 6 hours and aqueous ammonium chloride solution then added. Ether extraction yielded p-chlorophenyl phenylethyl ketone (25 g) m.p. 78°-79°. Reactants: C1(=CC=CC=C1)CCC(=O)Cl (Phenylpropionyl chloride), ClC1=CC=C(C=C1)[Mg]Br (4-chlorophenyl magnesium bromide), [Cl-].[NH4+] (ammonium chloride). As a reaction SMILES: [C:1]1([CH2:7][CH2:8][C:9](Cl)=[O:10])[CH:6]=[CH:5][CH:4]=[CH:3][CH:2]=1.[Cl:12][C:13]1[CH:18]=[CH:17][C:16]([Mg]Br)=[CH:15][CH:14]=1.[Cl-].[NH4+]>C1C=CC=CC=1.[Cl-].[Cd+2].[Cl-]>[C:1]1([CH2:7][CH2:8][C:9]([C:16]2[CH:17]=[CH:18][C:13]([Cl:12])=[CH:14][CH:15]=2)=[O:10])[CH:6]=[CH:5][CH:4]=[CH:3][CH:2]=1 |f:2.3,5.6.7|. The reactants are C1CCOC1, CC(C)(C)OC(=O)N1CCN(S(C)(=O)=O)C(COS(C)(=O)=O)C1. The product is CC(C)(C)OC(=O)N1CCN2C(CCS2(=O)=O)C1. As a reaction SMILES: [CH2:24]1[O:25][CH2:26][CH2:27][CH2:28]1.[CH3:1][S:2](=[O:3])(=[O:4])[N:5]1[CH:6]([CH2:18][O:19][S:20]([CH3:21])(=[O:22])=[O:23])[CH2:7][N:8]([C:11](=[O:12])[O:13][C:14]([CH3:15])([CH3:16])[CH3:17])[CH2:9][CH2:10]1>>[CH2:1]1[S:2](=[O:3])(=[O:4])[N:5]2[CH:6]([CH2:7][N:8]([C:11](=[O:12])[O:13][C:14]([CH3:15])([CH3:16])[CH3:17])[CH2:9][CH2:10]2)[CH2:18]1.